Dataset: the Open Reaction Database (ORD), a public repository of structured organic reaction records. Task: describe an organic reaction: reactants, conditions, products, and yield Reactants: CNC(C)COc1cccc2ncnc(Nc3ccc(O)c(Cl)c3)c12, O=C(O)CO. The product is CC(COc1cccc2ncnc(Nc3ccc(O)c(Cl)c3)c12)N(C)C(=O)CO. RXN SMILES: [Cl:6][c:7]1[c:8]([OH:30])[cH:9][cH:10][c:11]([NH:13][c:14]2[n:15][cH:16][n:17][c:18]3[cH:19][cH:20][cH:21][c:22]([O:24][CH2:25][CH:26]([CH3:27])[NH:28][CH3:29])[c:23]23)[cH:12]1.[OH:1][CH2:2][C:3]([OH:4])=[O:5]>>[OH:1][CH2:2][C:3](=[O:5])[N:28]([CH:26]([CH2:25][O:24][c:22]1[cH:21][cH:20][cH:19][c:18]2[n:17][cH:16][n:15][c:14]([NH:13][c:11]3[cH:10][cH:9][c:8]([OH:30])[c:7]([Cl:6])[cH:12]3)[c:23]21)[CH3:27])[CH3:29]. Starting materials: C=CCc1ccccc1, ClCCl, O=C(OO)c1ccccc1Cl. Yields the product c1ccc(CC2CO2)cc1. RXN SMILES: [CH2:12]([CH:13]=[CH2:14])[c:15]1[cH:16][cH:17][cH:18][cH:19][cH:20]1.[CH2:21]([Cl:22])[Cl:23].[Cl:1][c:2]1[c:3]([C:4]([O:5][OH:6])=[O:9])[cH:7][cH:8][cH:10][cH:11]1>>[O:9]1[CH:13]([CH2:12][c:15]2[cH:16][cH:17][cH:18][cH:19][cH:20]2)[CH2:14]1.